This data is from the Open Reaction Database (ORD), a public repository of structured organic reaction records. The task is: describe an organic reaction: reactants, conditions, products, and yield Starting materials: NC=1C=C2C(=C(C=NC2=CC1OC)C#N)NC1=CC(=C(C=C1)F)Cl (6-amino-4-(3-chloro-4-fluoro-phenylamino)-7-methoxy-quinoline-3-carbonitrile), O1CCOC12CCNCC2 (1,4-dioxa-8-azaspiro[4.5]decane). The product is ClC=1C=C(C=CC1F)NC1=C(C=NC2=CC(=C(C=C12)NC(C=CCN1CCC2(OCCO2)CC1)=O)OC)C#N (4-(1,4-Dioxa-8-aza-spiro[4.5]dec-8-yl)-but-2-enoic Acid[4-(3-chloro-4-fluoro-phenylamino)-3-cyano-7-methoxy-quinolin-6-yl]-amide). Yield: 73.4%. RXN SMILES: [NH2:1][C:2]1[CH:3]=[C:4]2[C:9](=[CH:10][C:11]=1[O:12][CH3:13])[N:8]=[CH:7][C:6]([C:14]#[N:15])=[C:5]2[NH:16][C:17]1[CH:22]=[CH:21][C:20]([F:23])=[C:19]([Cl:24])[CH:18]=1.[O:25]1[C:29]2([CH2:34][CH2:33][NH:32][CH2:31][CH2:30]2)[O:28][CH2:27][CH2:26]1>>[Cl:24][C:19]1[CH:18]=[C:17]([NH:16][C:5]2[C:4]3[C:9](=[CH:10][C:11]([O:12][CH3:13])=[C:2]([NH:1][C:11](=[O:12])[CH:2]=[CH:3][CH2:4][N:32]4[CH2:33][CH2:34][C:29]5([O:28][CH2:27][CH2:26][O:25]5)[CH2:30][CH2:31]4)[CH:3]=3)[N:8]=[CH:7][C:6]=2[C:14]#[N:15])[CH:22]=[CH:21][C:20]=1[F:23]. Procedure: By using the method of Example 89, 1.05 g (3.06 mmol) of 6-amino-4-(3-chloro-4-fluoro-phenylamino)-7-methoxy-quinoline-3-carbonitrile and 2.6 g (18.4 mmol) of 1,4-dioxa-8-azaspiro[4.5]decane were converted to 0.62 g the title compound. The free base obtained as a yellow foam: mass spectrum (electrospray, m/e): M+H 552.0, (M+2H)+2270.5. Starting materials: O (water), C([O-])([O-])=O.[K+].[K+] (potassium carbonate), OC1CCNCC1 (4-hydroxypiperidine), ClC1=CC=C(C=C1)[N+](=O)[O-] (4-chloronitrobenzene). Run in CN(C(C)=O)C (N,N-dimethylacetamide). Run at temperature 130 celsius. The product is OC1CCN(CC1)C1=CC=C(C=C1)[N+](=O)[O-] (4-hydroxy-N-(4-nitrophenyl)piperidine). As a reaction SMILES: Cl[C:2]1[CH:7]=[CH:6][C:5]([N+:8]([O-:10])=[O:9])=[CH:4][CH:3]=1.C(=O)([O-])[O-].[K+].[K+].[OH:17][CH:18]1[CH2:23][CH2:22][NH:21][CH2:20][CH2:19]1.O>CN(C)C(=O)C>[OH:17][CH:18]1[CH2:23][CH2:22][N:21]([C:2]2[CH:7]=[CH:6][C:5]([N+:8]([O-:10])=[O:9])=[CH:4][CH:3]=2)[CH2:20][CH2:19]1 |f:1.2.3|. Reported procedure: 4-chloronitrobenzene (31.5 g, 200 mmol) was dissolved in N,N-dimethylacetamide (80 ml), and potassium carbonate (35.9 g, 260 mmol) and 4-hydroxypiperidine (22.3 g, 220 mmol) were added thereto, followed by stirring under heat at 130° C. for 3 hours. After cooling to room temperature, water was added to the mixture, and the precipitate was collected by filtration. The obtained solid was dried under reduced pressure, thereby obtaining 4-hydroxy-N-(4-nitrophenyl)piperidine (41.3 g, 93%) as a yellow... Reactants: Cl (hydrochloric acid), OCC=1N=C2N(C3=CC=CC=C3N(C2=O)CC)C1 (2-hydroxymethyl-5-ethyl-imidazo-[1,2-a]-quinoxaline-4(5H)-one). Run in CO (methanol). Run at temperature 0 celsius. Product: Cl.OCC=1N=C2N(C3=CC=CC=C3N(C2=O)CC)C1 (2-hydroxymethyl-5-ethylimidazo-[1,2-a]-quinoxaline-4(5H)-one hydrochloride). As a reaction SMILES: [ClH:1].[OH:2][CH2:3][C:4]1[N:5]=[C:6]2[C:15](=[O:16])[N:14]([CH2:17][CH3:18])[C:13]3[C:8](=[CH:9][CH:10]=[CH:11][CH:12]=3)[N:7]2[CH:19]=1>CO>[ClH:1].[OH:2][CH2:3][C:4]1[N:5]=[C:6]2[C:15](=[O:16])[N:14]([CH2:17][CH3:18])[C:13]3[C:8](=[CH:9][CH:10]=[CH:11][CH:12]=3)[N:7]2[CH:19]=1 |f:3.4|. Reported procedure: 1.0 ml of concentrated hydrochloric acid was added to a suspension of 2.0 g of 2-hydroxymethyl-5-ethyl-imidazo-[1,2-a]-quinoxaline-4(5H)-one in 40 ml of hot methanol and the solution was filtered hot. The filtrate was extracted with 20 ml of ethyl acetate and the organic phase was cooled to 0° C. and filtered to obtain 2.0 g of 2-hydroxymethyl-5-ethylimidazo-[1,2-a]-quinoxaline-4(5H)-one hydrochloride in the form of colorless crystals melting at 224°-226° C. Starting materials: FC([C@](C)(O)C1=CC=C(C=C1)N1[C@H](CN(CC1)S(=O)(=O)C=1SC=CC1)CN1C[C@H](NCC1)C(F)(F)F)(F)F ((2R)-1,1,1-trifluoro-2-(4-((2S)-4-(2-thiophenylsulfonyl)-2-(((3S)-3-(trifluoromethyl)-1-piperazinyl)methyl)-1-piperazinyl)phenyl)-2-propanol), FC([C@@](C)(O)C1=CC=C(C=C1)N1[C@H](CN(CC1)S(=O)(=O)C=1SC=CC1)CN1C[C@@H](NCC1)C(F)(F)F)(F)F ((2S)-1,1,1-trifluoro-2-(4-((2S)-4-(2-thiophenylsulfonyl)-2-(((3R)-3-(trifluoromethyl)-1-piperazinyl)methyl)-1-piperazinyl)phenyl)-2-propanol), FC([C@](C)(O)C1=CC=C(C=C1)N1[C@H](CN(CC1)S(=O)(=O)C=1SC=CC1)CN1C[C@@H](NCC1)C(F)(F)F)(F)F ((2R)-1,1,1-trifluoro-2-(4-((2S)-4-(2-thiophenylsulfonyl)-2-(((3R)-3-(trifluoromethyl)-1-piperazinyl)methyl)-1-piperazinyl)phenyl)-2-propanol). Yields the product FC([C@@](C)(O)C1=CC=C(C=C1)N1[C@H](CN(CC1)S(=O)(=O)C=1SC=CC1)CN1C[C@H](NCC1)C(F)(F)F)(F)F ((2S)-1,1,1-trifluoro-2-(4-((2S)-4-(2-thiophenylsulfonyl)-2-(((3S)-3-(trifluoromethyl)-1-piperazinyl)methyl)-1-piperazinyl)phenyl)-2-propanol). RXN SMILES: [F:1][C:2]([F:38])([F:37])[C@@:3]([C:6]1[CH:11]=[CH:10][C:9]([N:12]2[CH2:17][CH2:16][N:15]([S:18]([C:21]3[S:22][CH:23]=[CH:24][CH:25]=3)(=[O:20])=[O:19])[CH2:14][C@@H:13]2[CH2:26][N:27]2[CH2:32][CH2:31][NH:30][C@H:29]([C:33]([F:36])([F:35])[F:34])[CH2:28]2)=[CH:8][CH:7]=1)([OH:5])[CH3:4].FC(F)(F)[C@](C1C=CC(N2CCN(S(C3SC=CC=3)(=O)=O)C[C@@H]2CN2CCN[C@@H](C(F)(F)F)C2)=CC=1)(O)C.FC(F)(F)[C@@](C1C=CC(N2CCN(S(C3SC=CC=3)(=O)=O)C[C@@H]2CN2CCN[C@@H](C(F)(F)F)C2)=CC=1)(O)C>>[F:38][C:2]([F:1])([F:37])[C@:3]([C:6]1[CH:11]=[CH:10][C:9]([N:12]2[CH2:17][CH2:16][N:15]([S:18]([C:21]3[S:22][CH:23]=[CH:24][CH:25]=3)(=[O:19])=[O:20])[CH2:14][C@@H:13]2[CH2:26][N:27]2[CH2:32][CH2:31][NH:30][C@H:29]([C:33]([F:34])([F:35])[F:36])[CH2:28]2)=[CH:8][CH:7]=1)([OH:5])[CH3:4]. Procedure: (2R)-1,1,1-trifluoro-2-(4-((2S)-4-(2-thiophenylsulfonyl)-2-(((3S)-3-(trifluoromethyl)-1-piperazinyl)methyl)-1-piperazinyl)phenyl)-2-propanol; (2S)-1,1,1-trifluoro-2-(4-((2S)-4-(2-thiophenylsulfonyl)-2-(((3R)-3-(trifluoromethyl)-1-piperazinyl)methyl)-1-piperazinyl)phenyl)-2-propanol; and (2R)-1,1,1-trifluoro-2-(4-((2S)-4-(2-thiophenylsulfonyl)-2-(((3R)-3-(trifluoromethyl)-1-piperazinyl)methyl)-1-piperazinyl)phenyl)-2-propanol. The reactants are C1=CC=C(C=C1)OC(=NC#N)OC2=CC=CC=C2 (Diphenylcyanocarbonimidate), N1(CCCC1)CCOC1=CC=C(N)C=C1 (4-(2-(pyrrolidin-1-yl)ethoxy)aniline). Run in C(C)(C)O (iso-propyl alcohol). Product: C(#N)\N=C(\NC1=CC=C(C=C1)OCCN1CCCC1)/OC1=CC=CC=C1 ((Z)-phenyl N′-cyano-N-(4-(2-(pyrrolidin-1-yl)ethoxy)phenyl)carbamimidate). Reaction SMILES: C1C=CC(O[C:8]([O:12][C:13]2[CH:18]=[CH:17][CH:16]=[CH:15][CH:14]=2)=[N:9][C:10]#[N:11])=CC=1.[N:19]1([CH2:24][CH2:25][O:26][C:27]2[CH:33]=[CH:32][C:30]([NH2:31])=[CH:29][CH:28]=2)[CH2:23][CH2:22][CH2:21][CH2:20]1>C(O)(C)C>[C:10](/[N:9]=[C:8](\[O:12][C:13]1[CH:14]=[CH:15][CH:16]=[CH:17][CH:18]=1)/[NH:31][C:30]1[CH:32]=[CH:33][C:27]([O:26][CH2:25][CH2:24][N:19]2[CH2:23][CH2:22][CH2:21][CH2:20]2)=[CH:28][CH:29]=1)#[N:11]. Procedure details: Diphenylcyanocarbonimidate (1.1 equiv) and 4-(2-(pyrrolidin-1-yl)ethoxy)aniline (1 equiv) were stirred in iso-propyl alcohol at ambient temperature overnight. The resulting white precipitate was filtered and washed with iso-propyl alcohol and dried to yield (Z)-phenyl N′-cyano-N-(4-(2-(pyrrolidin-1-yl)ethoxy)phenyl)carbamimidate. 3-Hydrazino-6,7-dihydro-5H-benzo[6,7]cyclohepta[1,2-c]pyridazine (82 mg, 0.36 mMol) and (Z)-phenyl N′-cyano-N-(4-(2-(pyrrolidin-1-yl)ethoxy)phenyl)carbamimidate (128 mg... Starting materials: FC1(C(C1)(C(=O)Cl)C)F (2,2-difluoro-1-methyl-cyclopropanecarbonyl chloride), C(C)O (ethanol). Reagents/catalysts: S(O)(O)(=O)=O (sulphuric acid). Yields the product FC1(C(C1)(C(=O)OCC)C)F (ethyl 2,2-difluoro-1-methylcyclopropane-carboxylate). The yield is 87.0%. Reaction SMILES: [F:1][C:2]1([F:9])[CH2:4][C:3]1([CH3:8])[C:5](Cl)=[O:6].[CH2:10]([OH:12])[CH3:11]>S(=O)(=O)(O)O>[F:1][C:2]1([F:9])[CH2:4][C:3]1([CH3:8])[C:5]([O:12][CH2:10][CH3:11])=[O:6]. Procedure details: 35 ml of ethanol are added dropwise at 20° C. to 15.45 g (0.1 mol) of 2,2-difluoro-1-methyl-cyclopropanecarbonyl chloride, with stirring. After the addition of 2 drops of concentrated sulphuric acid, the reaction mixture is refluxed for another hour. Excess ethanol is subsequently distilled off, and the residue is dried and distilled under atmospheric pressure. In this manner, 14.2 g (87% of theory) of ethyl 2,2-difluoro-1-methylcyclopropane-carboxylate are obtained in form of a liquid of boilin... Reactants: CC(C)Cn1c(N2CCNCC2)nc2c(N3CCOCC3)nc(-c3cnc(N)nc3)nc21, CCN=C=NCCCN(C)C, CC(C)(O)CC(=O)O, CN(C)C=O, Cl, On1nnc2ccccc21. Product: CC(C)Cn1c(N2CCN(C(=O)CC(C)(C)O)CC2)nc2c(N3CCOCC3)nc(-c3cnc(N)nc3)nc21. As a reaction SMILES: [CH2:1]([CH:2]([CH3:3])[CH3:4])[n:5]1[c:6]2[n:7][c:8](-[c:26]3[cH:27][n:28][c:29]([NH2:32])[n:30][cH:31]3)[n:9][c:10]([N:20]3[CH2:21][CH2:22][O:23][CH2:24][CH2:25]3)[c:11]2[n:12][c:13]1[N:14]1[CH2:15][CH2:16][NH:17][CH2:18][CH2:19]1.[CH2:34]([N:35]=[C:36]=[N:37][CH2:38][CH2:39][CH2:40][N:41]([CH3:42])[CH3:43])[CH3:44].[CH3:55][C:56]([CH3:57])([OH:58])[CH2:59][C:60]([OH:61])=[O:62].[CH3:63][N:64]([CH3:65])[CH:66]=[O:67].[ClH:33].[OH:45][n:46]1[c:47]2[cH:48][cH:49][cH:50][cH:51][c:52]2[n:53][n:54]1>>[CH2:1]([CH:2]([CH3:3])[CH3:4])[n:5]1[c:6]2[n:7][c:8](-[c:26]3[cH:27][n:28][c:29]([NH2:32])[n:30][cH:31]3)[n:9][c:10]([N:20]3[CH2:21][CH2:22][O:23][CH2:24][CH2:25]3)[c:11]2[n:12][c:13]1[N:14]1[CH2:15][CH2:16][N:17]([C:60]([CH2:59][C:56]([CH3:55])([CH3:57])[OH:58])=[O:61])[CH2:18][CH2:19]1.